Dataset: the Open Reaction Database (ORD), a public repository of structured organic reaction records. Task: describe an organic reaction: reactants, conditions, products, and yield Reactants: C(C1=CC=CC=C1)=O (benzaldehyde), C(#N)CC(=O)OC(C)C (isopropyl cyanoacetate), N1CCCCC1 (piperidine). Run in C(C)(=O)O (acetic acid). The product is 1-methylethyl ester, C(#N)C(C(=O)O)=CC1=CC=CC=C1 (2-cyano-3-phenyl-2-propenoic acid). RXN SMILES: [CH:1](=O)[C:2]1[CH:7]=[CH:6][CH:5]=[CH:4][CH:3]=1.[C:9]([CH2:11][C:12]([O:14]C(C)C)=[O:13])#[N:10].N1CCCCC1>C(O)(=O)C>[C:9]([C:11](=[CH:1][C:2]1[CH:7]=[CH:6][CH:5]=[CH:4][CH:3]=1)[C:12]([OH:14])=[O:13])#[N:10]. Procedure: A mixture of 95 g of benzaldehyde, 114.3 g of 7A, 1 g of piperidine and 200 ml of acetic acid was heated on a steam bath for 1 hour. The acetic acid and unreacted benzaldehyde were distilled off, to 100° C./0.2 Torr. The residue was extracted with hot hexane; no residue was left. The solution was chilled, and the solid that formed was recrystallized from methanol to give the 1-methylethyl ester of 2-cyano-3-phenyl-2-propenoic acid (7B), mp: 72°-73° C. The reactants are C(CC)C1=C(C=CC=C1Cl)O (2-propyl3-chlorophenol), BrCCCCC#N (5bromovaleronitrile). Yields the product C(CC)C1=C(OCCCC#N)C=CC=C1Cl (4-(2-propyl-3-chlorophenoxy)butane nitrile). As a reaction SMILES: [CH2:1]([C:4]1[C:9]([Cl:10])=[CH:8][CH:7]=[CH:6][C:5]=1[OH:11])[CH2:2][CH3:3].BrC[CH2:14][CH2:15][CH2:16][C:17]#[N:18]>>[CH2:1]([C:4]1[C:9]([Cl:10])=[CH:8][CH:7]=[CH:6][C:5]=1[O:11][CH2:14][CH2:15][CH2:16][C:17]#[N:18])[CH2:2][CH3:3]. Procedure details: Five and seven-tenths grams of 2-propyl3-chlorophenol were then reacted with 5.9 ml. of 5bromovaleronitrile following the procedure of Example 2A. The resulting 4-(2-propyl-3-chlorophenoxy)butane nitrile was provided by chromatography. This purified nitrile intermediate (3.3 g.) was dissolved in about 65 ml. of methylene chloride to which 3.0 g. of aluminum chloride and 1.7 ml. of acetyl chloride had been added and the reaction was heated to reflux overnight. The reaction was cooled, additional ... The reactants are [Cl-], O=C(Cl)c1cc([N+](=O)[O-])ccc1Cl, Nc1cc(Cl)ccc1[N+](=O)[O-], ClCCl, c1ccncc1. The product is O=C(Nc1cc(Cl)ccc1[N+](=O)[O-])c1cc([N+](=O)[O-])ccc1Cl. As a reaction SMILES: [Cl-:31].[Cl:18][c:19]1[c:20]([C:21](=[O:22])[Cl:23])[cH:24][c:25]([N+:28](=[O:29])[O-:30])[cH:26][cH:27]1.[Cl:1][c:2]1[cH:3][cH:4][c:5]([N+:9](=[O:10])[O-:11])[c:6]([NH2:7])[cH:8]1.[Cl:32][CH2:33][Cl:34].[cH:12]1[cH:13][cH:14][n:15][cH:16][cH:17]1>>[Cl:1][c:2]1[cH:3][cH:4][c:5]([N+:9](=[O:10])[O-:11])[c:6]([NH:7][C:21]([c:20]2[c:19]([Cl:18])[cH:27][cH:26][c:25]([N+:28](=[O:29])[O-:30])[cH:24]2)=[O:22])[cH:8]1.